Dataset: the Open Reaction Database (ORD), a public repository of structured organic reaction records. Task: describe an organic reaction: reactants, conditions, products, and yield The reactants are crude product, CC=1CC(CCC1C)C(=O)O (3,4-dimethyl-3-cyclohexene carboxylic acid), crude product. The reagents and catalysts are [Pt] (platinum on alumina). Yields the product CC=1C=C(C(=O)C2=CC(=C(C=C2)C)C)C=CC1C (3,3',4,4'-tetramethylbenzophenone). The yield is 60.0%. RXN SMILES: [CH3:1][C:2]1[CH2:3][CH:4]([C:9]([OH:11])=O)[CH2:5][CH2:6][C:7]=1[CH3:8]>[Pt]>[CH3:1][C:2]1[CH:3]=[C:4]([CH:5]=[CH:6][C:7]=1[CH3:8])[C:9]([C:4]1[CH:5]=[CH:6][C:7]([CH3:8])=[C:2]([CH3:1])[CH:3]=1)=[O:11]. Procedure: A more complete dehydrogenation of a crude product mixture of the ketonic decarboxylative coupling of 3,4-dimethyl-3-cyclohexene carboxylic acid was accomplished by passing the crude product mixture over a 0.5 wt % platinum on alumina catalyst at a temperature of 385° C. This resulted in a 60 to 75% yield of 3,3',4,4'-tetramethylbenzophenone. The 3,4-dimethyl-3-cyclohexene carboxylic acid had been contacted with a 19 wt % MnO2 /Al2O3 catalyst at a temperature of about 360° C. and a pressure of a...